From a dataset of the Open Reaction Database (ORD), a public repository of structured organic reaction records. describe an organic reaction: reactants, conditions, products, and yield The reactants are Nc1cc2c(c(Nc3ccc(C(F)(F)F)cc3)c1)CCN(Cc1ccccc1)C2, CCN(C(C)C)C(C)C, CC(Cl)OC(=O)Cl, ClCCCl. Product: Nc1cc2c(c(Nc3ccc(C(F)(F)F)cc3)c1)CCNC2. RXN SMILES: [CH2:8]([c:9]1[cH:10][cH:11][cH:12][cH:13][cH:14]1)[N:15]1[CH2:16][c:17]2[cH:18][c:19]([NH2:36])[cH:20][c:21]([NH:25][c:26]3[cH:27][cH:28][c:29]([C:32]([F:33])([F:34])[F:35])[cH:30][cH:31]3)[c:22]2[CH2:23][CH2:24]1.[CH:37]([N:38]([CH:39]([CH3:40])[CH3:41])[CH2:42][CH3:43])([CH3:44])[CH3:45].[Cl:1][C:2]([O:3][CH:4]([Cl:5])[CH3:6])=[O:7].[Cl:46][CH2:47][CH2:48][Cl:49]>>[NH:15]1[CH2:16][c:17]2[cH:18][c:19]([NH2:36])[cH:20][c:21]([NH:25][c:26]3[cH:27][cH:28][c:29]([C:32]([F:33])([F:34])[F:35])[cH:30][cH:31]3)[c:22]2[CH2:23][CH2:24]1.